This data is from the Open Reaction Database (ORD), a public repository of structured organic reaction records. The task is: describe an organic reaction: reactants, conditions, products, and yield The reactants are CCNC(=O)Nc1nc2cc(-c3cccnc3)cc(Br)c2s1, C1COCCO1, CO, OB(O)c1ccccc1F. Yields the product CCNC(=O)Nc1nc2cc(-c3cccnc3)cc(-c3ccccc3F)c2s1. RXN SMILES: [Br:1][c:2]1[cH:3][c:4](-[c:17]2[cH:18][n:19][cH:20][cH:21][cH:22]2)[cH:5][c:6]2[n:7][c:8]([NH:11][C:12](=[O:13])[NH:14][CH2:15][CH3:16])[s:9][c:10]12.[CH2:33]1[O:34][CH2:35][CH2:36][O:37][CH2:38]1.[CH3:39][OH:40].[F:23][c:24]1[c:25]([B:30]([OH:31])[OH:32])[cH:26][cH:27][cH:28][cH:29]1>>[c:2]1(-[c:25]2[c:24]([F:23])[cH:29][cH:28][cH:27][cH:26]2)[cH:3][c:4](-[c:17]2[cH:18][n:19][cH:20][cH:21][cH:22]2)[cH:5][c:6]2[n:7][c:8]([NH:11][C:12](=[O:13])[NH:14][CH2:15][CH3:16])[s:9][c:10]12. Starting materials: Cl.O[C@@H](CNC1CCCC2=C(C1)C=C(C=C2)CNC(C)=O)COC2=CC=CC=C2 (N-[8-[(2S)-2-hydroxy-3-phenoxypropyl]amino-6,7,8,9-tetrahydro-5H-benzocyclohepten-2-yl]methyl acetamide hydrochloride), Cl (hydrochloric acid). The product is Cl.Cl.NCC1=CC2=C(CCCC(C2)NC[C@@H](COC2=CC=CC=C2)O)C=C1 ((2S)-1-[(3-aminomethyl-6,7,8,9-tetrahydro-5H-benzocyclo-hepten-6-yl)amino]-3-phenoxy-2-propanol dihydrochloride). Isolated yield 190.5%. Reaction SMILES: [ClH:1].[OH:2][C@H:3]([CH2:22][O:23][C:24]1[CH:29]=[CH:28][CH:27]=[CH:26][CH:25]=1)[CH2:4][NH:5][CH:6]1[CH2:12][C:11]2[CH:13]=[C:14]([CH2:17][NH:18]C(=O)C)[CH:15]=[CH:16][C:10]=2[CH2:9][CH2:8][CH2:7]1.Cl>>[ClH:1].[ClH:1].[NH2:18][CH2:17][C:14]1[CH:15]=[CH:16][C:10]2[CH2:9][CH2:8][CH2:7][CH:6]([NH:5][CH2:4][C@H:3]([OH:2])[CH2:22][O:23][C:24]3[CH:29]=[CH:28][CH:27]=[CH:26][CH:25]=3)[CH2:12][C:11]=2[CH:13]=1 |f:0.1,3.4.5|. Reported procedure: A mixture of N-[8-[(2S)-2-hydroxy-3-phenoxypropyl]amino-6,7,8,9-tetrahydro-5H-benzocyclohepten-2-yl]methyl acetamide hydrochloride (100 mg) and 1N aqueous hydrochloric acid solution (2 ml) was heated to reflux for 18 hours. The solvent was removed under reduced pressure to dryness. The residue was triturated in diisopropyl ether, and the precipitated powder was collected by filtration to afford (2S)-1-[(3-aminomethyl-6,7,8,9-tetrahydro-5H-benzocyclo-hepten-6-yl)amino]-3-phenoxy-2-propanol dihydr... Reactants: CCO, COC(=O)Cc1c(Cl)nc(SCc2ccc([N+](=O)[O-])cc2)nc1N(C)C, Cl[Sn]Cl. The product is COC(=O)Cc1c(Cl)nc(SCc2ccc(N)cc2)nc1N(C)C. As a reaction SMILES: [CH3:30][CH2:31][OH:32].[Cl:1][c:2]1[n:3][c:4]([S:16][CH2:17][c:18]2[cH:19][cH:20][c:21]([N+:24]([O-:25])=[O:26])[cH:22][cH:23]2)[n:5][c:6]([N:13]([CH3:14])[CH3:15])[c:7]1[CH2:8][C:9](=[O:10])[O:11][CH3:12].[Sn:27]([Cl:28])[Cl:29]>>[Cl:1][c:2]1[n:3][c:4]([S:16][CH2:17][c:18]2[cH:19][cH:20][c:21]([NH2:24])[cH:22][cH:23]2)[n:5][c:6]([N:13]([CH3:14])[CH3:15])[c:7]1[CH2:8][C:9](=[O:10])[O:11][CH3:12]. Reactants: C([O-])(O)=O.[Na+] (sodium bicarbonate), BrC1=C(C=C(C=C1C)O)C (4-bromo-3,5-dimethylphenol), N1C=NC=C1 (imidazole), Cl[Si](C(C)C)(C(C)C)C(C)C (chloro(triisopropyl)silane). Solvent: CN(C=O)C (dimethylformamide). The product is C(C)(C)[Si](C(C)C)(C(C)C)OC1=CC(=C(C(=C1)C)Br)C (4-Bromo-3,5-dimethylphenyl triisopropylsilyl ether). As a reaction SMILES: [Br:1][C:2]1[C:7]([CH3:8])=[CH:6][C:5]([OH:9])=[CH:4][C:3]=1[CH3:10].N1C=CN=C1.Cl[Si:17]([CH:24]([CH3:26])[CH3:25])([CH:21]([CH3:23])[CH3:22])[CH:18]([CH3:20])[CH3:19].C(=O)(O)[O-].[Na+]>CN(C)C=O>[CH:18]([Si:17]([O:9][C:5]1[CH:6]=[C:7]([CH3:8])[C:2]([Br:1])=[C:3]([CH3:10])[CH:4]=1)([CH:24]([CH3:26])[CH3:25])[CH:21]([CH3:23])[CH3:22])([CH3:20])[CH3:19] |f:3.4|. Procedure: At room temperature, 5.0 g (24.87 mmol) of 4-bromo-3,5-dimethylphenol, 2.03 g (29.84 mmol) of imidazole and 6.23 g (32.33 mmol) of chloro(triisopropyl)silane are stirred in 20 ml of dimethylformamide overnight. Saturated sodium bicarbonate solution is then added, and the mixture is extracted three times with diethyl ether. The combined organic phases are washed with water and dried with sodium sulphate, and the solvent is removed under reduced pressure. This gives 7.5 g (84% of theory) of 4-brom... The product is CCOC(=O)C(C)(C)Oc1cc(C2CCCN(C(=O)OCc3ccc(C(F)(F)F)cc3)C2)ccc1C. Starting materials: O=C(O)C(O)C(O)C(=O)O, CCOC(=O)C(C)(C)Oc1cc(C2CCCNC2)ccc1C, CCOC(C)=O, O=C(OCc1ccc(C(F)(F)F)cc1)n1ccnc1. As a reaction SMILES: [C:1]([OH:2])(=[O:3])[CH:4]([CH:5]([C:6]([OH:7])=[O:8])[OH:9])[OH:10].[CH2:11]([CH3:12])[O:13][C:14]([C:15]([CH3:16])([O:17][c:18]1[c:19]([CH3:30])[cH:20][cH:21][c:22]([CH:24]2[CH2:25][NH:26][CH2:27][CH2:28][CH2:29]2)[cH:23]1)[CH3:31])=[O:32].[CH3:52][CH2:53][O:54][C:55](=[O:56])[CH3:57].[F:33][C:34]([c:35]1[cH:36][cH:37][c:38]([CH2:39][O:40][C:41](=[O:42])[n:43]2[cH:44][cH:45][n:46][cH:47]2)[cH:48][cH:49]1)([F:50])[F:51]>>[CH2:11]([CH3:12])[O:13][C:14]([C:15]([CH3:16])([O:17][c:18]1[c:19]([CH3:30])[cH:20][cH:21][c:22]([CH:24]2[CH2:25][N:26]([C:41]([O:40][CH2:39][c:38]3[cH:37][cH:36][c:35]([C:34]([F:33])([F:50])[F:51])[cH:49][cH:48]3)=[O:42])[CH2:27][CH2:28][CH2:29]2)[cH:23]1)[CH3:31])=[O:32]. Reactants: [O-]CCCC.[K+] (potassium butoxide), C(=O)(C(=O)OC)C1CCN(CC1)C1CCC2=C(NC=3C=CC=C1C23)C2=CC=CC=C2 (5-(4-methoxalylpiperadinyl)-2-phenyl-1,3,4,5-tetrahydrobenz[cd]indole), Cl (hydrochloric acid). Run in C(C)O.O (ethanol water). Product: C(=O)(C(=O)O)C1CCN(CC1)C1CCC2=C(NC=3C=CC=C1C23)C2=CC=CC=C2 (5-(4-oxalopiperadinyl)-2-phenyl-1,3,4,5-tetrahydrobenz[cd]indole). The yield is 73.1%. RXN SMILES: [C:1]([CH:7]1[CH2:12][CH2:11][N:10]([CH:13]2[C:23]3[C:24]4[C:16](=[C:17]([C:25]5[CH:30]=[CH:29][CH:28]=[CH:27][CH:26]=5)[NH:18][C:19]=4[CH:20]=[CH:21][CH:22]=3)[CH2:15][CH2:14]2)[CH2:9][CH2:8]1)([C:3]([O:5]C)=[O:4])=[O:2].[O-]CCCC.[K+].Cl>C(O)C.O>[C:1]([CH:7]1[CH2:8][CH2:9][N:10]([CH:13]2[C:23]3[C:24]4[C:16](=[C:17]([C:25]5[CH:26]=[CH:27][CH:28]=[CH:29][CH:30]=5)[NH:18][C:19]=4[CH:20]=[CH:21][CH:22]=3)[CH2:15][CH2:14]2)[CH2:11][CH2:12]1)([C:3]([OH:5])=[O:4])=[O:2] |f:1.2,4.5|. Procedure: A portion (0.17 g) of the compound obtained in Example 157 was dissolved in ethanol/water (4:1) (80 ml) and to the solution was added potassium butoxide (t-BuOK; 48 mg). The mixture was heated to reflux for 30 minutes. The reaction mixture was adjusted to pH 5 by addition of 1N hydrochloric acid. Thereafter, the solvent was distilled off under reduced pressure. The residue was crystallized from ethanol and water to yield 0.12 g (73%) of the titled compound. Starting materials: FC=1N(C=C(N1)CCCO)C(C1=CC=CC=C1)(C1=CC=CC=C1)C1=CC=CC=C1 (2-fluoro-4-(3-hydroxypropyl)-1-triphenylmethylimidazole), CS(=O)(=O)Cl (methanesulphonyl chloride), material. The solvent is N1=CC=CC=C1 (pyridine). Product: FC=1N(C=C(N1)CCCOS(=O)(=O)C)C(C1=CC=CC=C1)(C1=CC=CC=C1)C1=CC=CC=C1 (2-fluoro-4-(3-methanesulphonyloxypropyl)-1-triphenylmethylimidazole). Reaction SMILES: [F:1][C:2]1[N:3]([C:11]([C:24]2[CH:29]=[CH:28][CH:27]=[CH:26][CH:25]=2)([C:18]2[CH:23]=[CH:22][CH:21]=[CH:20][CH:19]=2)[C:12]2[CH:17]=[CH:16][CH:15]=[CH:14][CH:13]=2)[CH:4]=[C:5]([CH2:7][CH2:8][CH2:9][OH:10])[N:6]=1.[CH3:30][S:31](Cl)(=[O:33])=[O:32]>N1C=CC=CC=1>[F:1][C:2]1[N:3]([C:11]([C:24]2[CH:29]=[CH:28][CH:27]=[CH:26][CH:25]=2)([C:12]2[CH:17]=[CH:16][CH:15]=[CH:14][CH:13]=2)[C:18]2[CH:19]=[CH:20][CH:21]=[CH:22][CH:23]=2)[CH:4]=[C:5]([CH2:7][CH2:8][CH2:9][O:10][S:31]([CH3:30])(=[O:33])=[O:32])[N:6]=1. Procedure details: A solution of 2-fluoro-4-(3-hydroxypropyl)-1-triphenylmethylimidazole in pyridine was treated with methanesulphonyl chloride. Work-up as for the starting material of Example 9 gave 2-fluoro-4-(3-methanesulphonyloxypropyl)-1-triphenylmethylimidazole, having the following n.m.r. spectrum in CDCl3 : 2.03 (m, 2H); 2.52 (t, 2H); 2.94 (s, 3H); 4.21 (t, 2H); 6.27 (s, 1H); 7.0-7.5 (m, 15H). Starting materials: C1CCOC1 (THF), BrC1=C(C(=C(S1)C1=C(N=C2N1N=C(C=C2C(CC)CC)C)C)C)C (3-(5-bromo-3,4-dimethyl-thiophen-2-yl)-8-(1-ethyl-propyl)-2,6-dimethyl-imidazo[1,2-b]pyridazine), C1CCOC1 (THF), [Li]CCCC (n-BuLi), BrC=1SC=CN1 (2-Bromo-thiazole). Procedure details: To a −78° C. solution of 3-(5-bromo-3,4-dimethyl-thiophen-2-yl)-8-(1-ethyl-propyl)-2,6-dimethyl-imidazo[1,2-b]pyridazine (0.10 g, 0.25 mmol) and THF (1 mL) is added 1.6 M n-BuLi (0.16 mL). The solution is stirred for 45 minutes and 0.5 M ZnCl2 in THF (0.52 mL, 0.26 mmol) is added. The solution is warmed to ambient temperature and stirred for 30 minutes. 2-Bromo-thiazole (0.044 mL, 0.49 mmol), and PdCl2(dppf) (0.009 g, 0.012 mmol) are added and the solution heated at 65° C. overnight, diluted wit... Reagents/catalysts: [Cl-].[Cl-].[Zn+2] (ZnCl2), C1=CC=C(C=C1)P([C-]2C=CC=C2)C3=CC=CC=C3.C1=CC=C(C=C1)P([C-]2C=CC=C2)C3=CC=CC=C3.Cl[Pd]Cl.[Fe+2] (PdCl2(dppf)). Reaction SMILES: Br[C:2]1[S:6][C:5]([C:7]2[N:11]3[N:12]=[C:13]([CH3:21])[CH:14]=[C:15]([CH:16]([CH2:19][CH3:20])[CH2:17][CH3:18])[C:10]3=[N:9][C:8]=2[CH3:22])=[C:4]([CH3:23])[C:3]=1[CH3:24].C1COCC1.[Li]CCCC.Br[C:36]1[S:37][CH:38]=[CH:39][N:40]=1>CCOC(C)=O.[Cl-].[Cl-].[Zn+2].C1C=CC(P(C2C=CC=CC=2)[C-]2C=CC=C2)=CC=1.C1C=CC(P(C2C=CC=CC=2)[C-]2C=CC=C2)=CC=1.Cl[Pd]Cl.[Fe+2]>[CH3:23][C:4]1[C:3]([CH3:24])=[C:2]([C:36]2[S:37][CH:38]=[CH:39][N:40]=2)[S:6][C:5]=1[C:7]1[N:11]2[N:12]=[C:13]([CH3:21])[CH:14]=[C:15]([CH:16]([CH2:19][CH3:20])[CH2:17][CH3:18])[C:10]2=[N:9][C:8]=1[CH3:22] |f:5.6.7,8.9.10.11|. Solvent: CCOC(=O)C (EtOAc). Yields the product CC1=C(SC(=C1C)C=1SC=CN1)C1=C(N=C2N1N=C(C=C2C(CC)CC)C)C (3-(3,4-dimethyl-5-thiazol-2-yl-thiophen-2-yl)-8-(1-ethyl-propyl)-2,6-dimethyl-imidazo[1,2-b]pyridazine). Isolated yield 6.0%. Run at time 45 minute. The reactants are ClC1=NC(=CC2=C1NC=N2)Cl (4,6-dichloro-3H-imidazo[4,5-c]pyridine), [OH-].[Na+] (NaOH), C(C1=CC=CC=C1)O (BnOH). Run at temperature 150 celsius. The product is C(C1=CC=CC=C1)OC1=NC(=CC2=C1NC=N2)Cl (4-(benzyloxy)-6-chloro-3H-imidazo[4,5-c]pyridine). As a reaction SMILES: Cl[C:2]1[C:7]2[NH:8][CH:9]=[N:10][C:6]=2[CH:5]=[C:4]([Cl:11])[N:3]=1.[OH-].[Na+].[CH2:14]([OH:21])[C:15]1[CH:20]=[CH:19][CH:18]=[CH:17][CH:16]=1>>[CH2:14]([O:21][C:2]1[C:7]2[NH:8][CH:9]=[N:10][C:6]=2[CH:5]=[C:4]([Cl:11])[N:3]=1)[C:15]1[CH:20]=[CH:19][CH:18]=[CH:17][CH:16]=1 |f:1.2|. Procedure details: To a solution of 4,6-dichloro-3H-imidazo[4,5-c]pyridine (2.00 g, 10.6 mmol) in BnOH (23 mL) was added powdered NaOH (1.28 g, 31.9 mmol) and the reaction was heated to 150° C. overnight. The benzyl alcohol was removed by vacuum distillation, and the residue was suspended in water (15 mL) and AcOH (3 mL) was added to bring the pH to ˜7. The aqueous layer was extracted with CH2Cl2 (3×50 mL). The combined organics were dried (MgSO4), filtered and concentrated. The residue was purified by flash chrom... The reactants are C(C1=CC=CC=C1)OC(=O)NC1=CN=C(N(C1=O)CC(=O)O)C1=CC=C(C=C1)F (2-[5-benzyloxycarbonylamino-2-(4-fluorophenyl)-6-oxo-1,6-dihydro-1-pyrimidinyl]acetic acid), N[C@H]([C@H](C(C(=O)NCC1=CC=CC=C1)(F)F)O)CC1=CC=CC=C1 (N-[4(S)-amino-2,2-difluoro-3(R)-hydroxy-5-phenylpentanoyl]benzylamine), C=1C=CC2=C(C1)N=NN2O (HOBT), CCN=C=NCCCN(C)C.Cl (WSCI hydrochloride). Solvent: ClCCl (dichloromethane). Yields the product C(C1=CC=CC=C1)OC(=O)NC1=CN=C(N(C1=O)CC(=O)N[C@H](C(C(C(NCC1=CC=CC=C1)=O)(F)F)=O)CC1=CC=CC=C1)C1=CC=C(C=C1)F (2-[5-benzyloxycarbonylamino-2-(4-fluorophenyl)-6-oxo-1,6-dihydro-1-pyrimidinyl]-N-[1(S)-benzyl-3,3-difluoro-2-oxo-3-[N-(benzyl)carbamoyl]propyl]acetamide), target compound. The yield is 92.0%. As a reaction SMILES: [CH2:1]([O:8][C:9]([NH:11][C:12]1[C:17](=[O:18])[N:16]([CH2:19][C:20](O)=[O:21])[C:15]([C:23]2[CH:28]=[CH:27][C:26]([F:29])=[CH:25][CH:24]=2)=[N:14][CH:13]=1)=[O:10])[C:2]1[CH:7]=[CH:6][CH:5]=[CH:4][CH:3]=1.[NH2:30][C@@H:31]([CH2:47][C:48]1[CH:53]=[CH:52][CH:51]=[CH:50][CH:49]=1)[C@@H:32]([OH:46])[C:33]([F:45])([F:44])[C:34]([NH:36][CH2:37][C:38]1[CH:43]=[CH:42][CH:41]=[CH:40][CH:39]=1)=[O:35].C1C=CC2N(O)N=NC=2C=1.CCN=C=NCCCN(C)C.Cl>ClCCl>[CH2:1]([O:8][C:9]([NH:11][C:12]1[C:17](=[O:18])[N:16]([CH2:19][C:20]([NH:30][C@@H:31]([CH2:47][C:48]2[CH:49]=[CH:50][CH:51]=[CH:52][CH:53]=2)[C:32](=[O:46])[C:33]([F:45])([F:44])[C:34](=[O:35])[NH:36][CH2:37][C:38]2[CH:43]=[CH:42][CH:41]=[CH:40][CH:39]=2)=[O:21])[C:15]([C:23]2[CH:28]=[CH:27][C:26]([F:29])=[CH:25][CH:24]=2)=[N:14][CH:13]=1)=[O:10])[C:2]1[CH:7]=[CH:6][CH:5]=[CH:4][CH:3]=1 |f:3.4|. Procedure: 2-[5-Benzyloxycarbonylamino-2-(4-fluorophenyl)-6-oxo-1,6-dihydro-1-pyrimidinyl]-N-[1(S)-benzyl-3,3-difluoro-2(R)-hydroxy-3-[N-(benzyl)caramoyl]propyl]acetamide was synthesized in the same manner as in Example 1. That is, 2-[5-benzyloxycarbonylamino-2-(4-fluorophenyl)-6-oxo-1,6-dihydro-1-pyrimidinyl]acetic acid (title compound in Reference Example 3, mixture with benzyl alcohol, 380 mg, 0.897 mmol) was treated with N-[4(S)-amino-2,2-difluoro-3(R)-hydroxy-5-phenylpentanoyl]benzylamine (title compo...